This data is from the Open Reaction Database (ORD), a public repository of structured organic reaction records. The task is: describe an organic reaction: reactants, conditions, products, and yield Reactants: Cl (hydrochloric acid), [Si](C)(C)(C(C)(C)C)OC(CCC1C(N(C1=O)C1=CC=C(C=C1)F)C=1C=C(C#N)C=CC1)C1=CC=C(C=C1)F (3-[3-[3-(tert-Butyldimethylsilanyloxy)-3-(4-fluorophenyl)propyl]-1-(4-fluorophenyl)-4-oxoazetidin-2-yl]benzonitrile), C([O-])(O)=O.[Na+] (sodium bicarbonate). Run in CO (methanol). Conditions: time 12 hour. Yields the product FC1=CC=C(C=C1)N1C(C(C1=O)CCC(O)C1=CC=C(C=C1)F)C=1C=C(C#N)C=CC1 (3-{1-(4-Fluorophenyl)-3-[3-(4-fluorophenyl)-3-hydroxypropyl]-4-oxoazetidin-2-yl}-benzonitrile). As a reaction SMILES: Cl.[Si]([O:9][CH:10]([C:33]1[CH:38]=[CH:37][C:36]([F:39])=[CH:35][CH:34]=1)[CH2:11][CH2:12][CH:13]1[C:16](=[O:17])[N:15]([C:18]2[CH:23]=[CH:22][C:21]([F:24])=[CH:20][CH:19]=2)[CH:14]1[C:25]1[CH:26]=[C:27]([CH:30]=[CH:31][CH:32]=1)[C:28]#[N:29])(C(C)(C)C)(C)C.C(=O)(O)[O-].[Na+]>CO>[F:24][C:21]1[CH:22]=[CH:23][C:18]([N:15]2[C:16](=[O:17])[CH:13]([CH2:12][CH2:11][CH:10]([C:33]3[CH:38]=[CH:37][C:36]([F:39])=[CH:35][CH:34]=3)[OH:9])[CH:14]2[C:25]2[CH:26]=[C:27]([CH:30]=[CH:31][CH:32]=2)[C:28]#[N:29])=[CH:19][CH:20]=1 |f:2.3|. Procedure details: 10 ml of 1N hydrochloric acid are added to 7.8 g of 3-[3-[3-(tert-butyldimethyl-silanyloxy)-3-(4-fluorophenyl)propyl]-1-(4-fluorophenyl)-4-oxoazetidin-2-yl]benzonitrile (13) in 200 ml of methanol, and the mixture is stirred for 12 h. Aqueous sodium bicarbonate solution is added to the reaction mixture, which is then extracted with methylene chloride. The organic phase is dried over magnesium sulfate, concentrated and purified by silica gel chromatography (ethyl acetate/heptane=1/3->1/1). This gi... Reactants: N12CC(C(CC1)CC2)C(=O)NN ((±) 1-Azabicyclo[2.2.2]octane-3-carboxylic acid hydrazide), C(C)(OCC)(OCC)OCC (triethyl orthoacetate). Conditions: temperature 140 celsius. Yields the product CC1=NN=C(O1)C1CN2CCC1CC2 ((±) 3-(5-Methyl-1,3,4-oxadiazol-2-yl)-1-azabicyclo [2.2.2]octane). Yield: 72.0%. RXN SMILES: [N:1]12[CH2:8][CH2:7][CH:4]([CH2:5][CH2:6]1)[CH:3]([C:9]([NH:11][NH2:12])=[O:10])[CH2:2]2.[C:13](OCC)(OCC)(OCC)[CH3:14]>>[CH3:13][C:14]1[O:10][C:9]([CH:3]2[CH:4]3[CH2:7][CH2:8][N:1]([CH2:6][CH2:5]3)[CH2:2]2)=[N:11][N:12]=1. Procedure: (±) 1-Azabicyclo[2.2.2]octane-3-carboxylic acid hydrazide (D8) (0.36 g; 2.1 mmoles) and triethyl orthoacetate (3 ml) were heated at 120° C. for 2 h. Excess triethyl orthoacetate was evaporated in vacuo and the residue was heated for a further 2 h at 140° C. The reaction was diluted with water (10 ml), saturated with potassium carbonate and extracted into ether (3×15 ml). Combined organic extracts were dried (Na2SO4) and concentrated to give the title compound as an oil (0.29 g; 72%), which was p...